This data is from the Open Reaction Database (ORD), a public repository of structured organic reaction records. The task is: describe an organic reaction: reactants, conditions, products, and yield Reactants: Cn1c(Nc2ccc(F)cc2)ncc(-c2ccc(OCc3ccccc3)c(F)c2)c1=O, O=C(O)C(F)(F)F. Yields the product Cn1c(Nc2ccc(F)cc2)ncc(-c2ccc(O)c(F)c2)c1=O. Reaction SMILES: [CH2:1]([c:2]1[cH:3][cH:4][cH:5][cH:6][cH:7]1)[O:8][c:9]1[c:10]([F:31])[cH:11][c:12](-[c:15]2[c:16](=[O:30])[n:17]([CH3:29])[c:18]([NH:21][c:22]3[cH:23][cH:24][c:25]([F:28])[cH:26][cH:27]3)[n:19][cH:20]2)[cH:13][cH:14]1.[F:32][C:33]([F:34])([F:35])[C:36]([OH:37])=[O:38]>>[OH:8][c:9]1[c:10]([F:31])[cH:11][c:12](-[c:15]2[c:16](=[O:30])[n:17]([CH3:29])[c:18]([NH:21][c:22]3[cH:23][cH:24][c:25]([F:28])[cH:26][cH:27]3)[n:19][cH:20]2)[cH:13][cH:14]1. Starting materials: FC(C1=CC(=NO1)NC(C1=C(C=CC=C1)C(=O)OC)=O)(F)F (5-trifluoromethyl-3-(2-(methoxycarbonyl)benzoyl)aminoisoxazole), O.NN (hydrazine hydrate), O (Water). Run in CO (methanol). Reaction conditions: time 46 hour. Product: FC(C1=CC(=NO1)N)(F)F (5-Trifluoromethyl-3-aminoisoxazole). RXN SMILES: [F:1][C:2]([F:22])([F:21])[C:3]1[O:7][N:6]=[C:5]([NH:8]C(=O)C2C=CC=CC=2C(OC)=O)[CH:4]=1.O.NN.O>CO>[F:1][C:2]([F:22])([F:21])[C:3]1[O:7][N:6]=[C:5]([NH2:8])[CH:4]=1 |f:1.2|. Procedure details: In methanol (15 ml) was dissolved 5-trifluoromethyl-3-(2-(methoxycarbonyl)benzoyl)aminoisoxazole (1.57 g, 0.0050 mole) and 90% hydrazine hydrate (0.42 g, 0.0075 mole) was added to the solution. It was allowed to stand to room temperature for 46 hours. Water (30 ml) was added to it and the mixture was stirred at room temperature for 15 minutes. Crystals were filtered off. The filtered off crystals were washed repeatedly with methylene chloride (45 ml) and the filtrate was extracted with these was... Starting materials: solution, C[O-].[Na+] (sodium methoxide), C(C)(=O)S[C@H]1C[C@H](N(C1)C(=O)OCC1=CC=C(C=C1)[N+](=O)[O-])C#N ((2S ,4S)-4-acetylthio-2-cyano-1-(4-nitrobenzyloxycarbonyl) pyrrolidine), C(C1=CC=CC=C1)(C1=CC=CC=C1)(C1=CC=CC=C1)Cl (trityl chloride). Solvent: CO (methanol), C(C)(=O)OCC (ethyl acetate), CO (methanol), O1CCCC1 (tetrahydrofuran). Conditions: time 30 minute. Yields the product C(#N)[C@H]1N(C[C@H](C1)SC(C1=CC=CC=C1)(C1=CC=CC=C1)C1=CC=CC=C1)C(=O)OCC1=CC=C(C=C1)[N+](=O)[O-] ((2S,4S)-2-cyano-1-(4-nitrobenzyloxycarbonyl) -4-tritylthiopyrrolidine). Isolated yield 59.9%. As a reaction SMILES: C([S:4][C@@H:5]1[CH2:9][N:8]([C:10]([O:12][CH2:13][C:14]2[CH:19]=[CH:18][C:17]([N+:20]([O-:22])=[O:21])=[CH:16][CH:15]=2)=[O:11])[C@H:7]([C:23]#[N:24])[CH2:6]1)(=O)C.C[O-].[Na+].[C:28](Cl)([C:41]1[CH:46]=[CH:45][CH:44]=[CH:43][CH:42]=1)([C:35]1[CH:40]=[CH:39][CH:38]=[CH:37][CH:36]=1)[C:29]1[CH:34]=[CH:33][CH:32]=[CH:31][CH:30]=1>CO.O1CCCC1.C(OCC)(=O)C>[C:23]([C@@H:7]1[CH2:6][C@H:5]([S:4][C:28]([C:41]2[CH:46]=[CH:45][CH:44]=[CH:43][CH:42]=2)([C:35]2[CH:40]=[CH:39][CH:38]=[CH:37][CH:36]=2)[C:29]2[CH:34]=[CH:33][CH:32]=[CH:31][CH:30]=2)[CH2:9][N:8]1[C:10]([O:12][CH2:13][C:14]1[CH:19]=[CH:18][C:17]([N+:20]([O-:22])=[O:21])=[CH:16][CH:15]=1)=[O:11])#[N:24] |f:1.2|. Procedure: To a suspension of (2S ,4S)-4-acetylthio-2-cyano-1-(4-nitrobenzyloxycarbonyl) pyrrolidine (2.60 g) in a mixture of methanol (26 ml) and tetrahydrofuran (52 ml) was added a 28% solution of sodium methoxide in methanol (1.8 ml) at -10°∫-5° C. and the mixture was stirred at the same temperature for 30 minutes. To the mixture was added trityl chloride (2.20 g) at -10°∫-5° C., followed by stirring at the same temperature for 1 hour. The mixture was concentrated under reduced pressure to give a residu... Starting materials: CI, CC(C)=O, C1CCC2=NCCCN2CC1, O=C1C=C(C(=O)O)C(c2ccccc2)CC1. The product is COC(=O)C1=CC(=O)CCC1c1ccccc1. Reaction SMILES: [CH3:1][I:2].[CH3:30][C:31](=[O:32])[CH3:33].[N:3]12[CH2:4][CH2:13][CH2:12][CH2:11][CH2:10][C:9]1=[N:8][CH2:7][CH2:6][CH2:5]2.[O:14]=[C:15]1[CH:16]=[C:17]([C:27](=[O:28])[OH:29])[CH:18]([c:21]2[cH:22][cH:23][cH:24][cH:25][cH:26]2)[CH2:19][CH2:20]1>>[CH3:4][O:29][C:27]([C:17]1=[CH:16][C:15](=[O:14])[CH2:20][CH2:19][CH:18]1[c:21]1[cH:22][cH:23][cH:24][cH:25][cH:26]1)=[O:28]. Starting materials: N1C=C(C2=CC=CC=C12)/C=C/C(=O)N[C@H](C)C1=NC=C(C=C1)OCC(F)(F)F ((R,E)-3-(1H-indol-3-yl)-N-(1-(5-(2,2,2-trifluoroethoxy)pyridin-2-yl)ethyl)acrylamide), C(C)[Zn] (ethylzinc), Cl.N (ammonia hydrochloride), ICI (diiodomethane). Solvent: ClCCl (dichloromethane). Conditions: time 3 minute. Product: N1C=C(C2=CC=CC=C12)[C@H]1[C@@H](C1)C(=O)N[C@H](C)C1=NC=C(C=C1)OCC(F)(F)F (trans-2-(1H-indol-3-yl)-N-((R)-1-(5-(2,2,2-trifluoroethoxy)pyridin-2-yl)ethyl)cyclopropanec arboxamide). The yield is 3.0%. RXN SMILES: [NH:1]1[C:9]2[C:4](=[CH:5][CH:6]=[CH:7][CH:8]=2)[C:3](/[CH:10]=[CH:11]/[C:12]([NH:14][C@@H:15]([C:17]2[CH:22]=[CH:21][C:20]([O:23][CH2:24][C:25]([F:28])([F:27])[F:26])=[CH:19][N:18]=2)[CH3:16])=[O:13])=[CH:2]1.[CH2:29]([Zn])C.ICI.Cl.N>ClCCl>[NH:1]1[C:9]2[C:4](=[CH:5][CH:6]=[CH:7][CH:8]=2)[C:3]([C@@H:10]2[CH2:29][C@H:11]2[C:12]([NH:14][C@@H:15]([C:17]2[CH:22]=[CH:21][C:20]([O:23][CH2:24][C:25]([F:26])([F:28])[F:27])=[CH:19][N:18]=2)[CH3:16])=[O:13])=[CH:2]1 |f:3.4|. Procedure details: To a solution of (R,E)-3-(1H-indol-3-yl)-N-(1-(5-(2,2,2-trifluoroethoxy)pyridin-2-yl)ethyl)acrylamide (600 mg, 1.3 mmol) in dichloromethane (10 mL) was added ethylzinc (4.1 mL, 4.1 mmol, 1.0 M) at room temperature. After being stirred at room temperature for 3 min, diiodomethane (1.8 g, 6.7 mmol) was added to the mixture. The mixture was refluxed at 55° C. with stirring for 18 hours. sat. ammonia hydrochloride aqueous solution was added to the mixture. The organic layer was extracted with ethyl ... Reactants: C(C1=CC=CC=C1)(=O)C1=C(C=CC(=C1)Cl)N1N=C(C=C1C(=O)OC)C(=O)OC (1-(2-Benzoyl-4-chlorophenyl)-3,5-pyrazole dicarboxylic acid, dimethyl ester), Cl.NO (hydroxylamine hydrochloride). Solvent: N1=CC=CC=C1 (pyridine). Yields the product ClC1=CC(=C(C=C1)N1N=C(C=C1C(=O)OC)C(=O)OC)C(C1=CC=CC=C1)=NO (1-[4-Chloro-2-(alpha-hydroxyiminobenzyl)phenyl]-3,5-pyrazole dicarboxylic acid, dimethyl ester). Reaction SMILES: [C:1]([C:9]1[CH:14]=[C:13]([Cl:15])[CH:12]=[CH:11][C:10]=1[N:16]1[C:20]([C:21]([O:23][CH3:24])=[O:22])=[CH:19][C:18]([C:25]([O:27][CH3:28])=[O:26])=[N:17]1)(=O)[C:2]1[CH:7]=[CH:6][CH:5]=[CH:4][CH:3]=1.Cl.[NH2:30][OH:31]>N1C=CC=CC=1>[Cl:15][C:13]1[CH:12]=[CH:11][C:10]([N:16]2[C:20]([C:21]([O:23][CH3:24])=[O:22])=[CH:19][C:18]([C:25]([O:27][CH3:28])=[O:26])=[N:17]2)=[C:9]([C:1](=[N:30][OH:31])[C:2]2[CH:3]=[CH:4][CH:5]=[CH:6][CH:7]=2)[CH:14]=1 |f:1.2|. Procedure: A mixture of 11.2 g. (28 mmol) of the final product of Example 3, 5.80 g. (84 mmol) of hydroxylamine hydrochloride and 180 ml. pyridine was heated to reflux for 6.5 hours. After cooling to room temperature, the reaction was concentrated in vacuo to remove the pyridine. The crude product, as isolated, was then chromatographed on silica gel, using 10% EtOAc in benzene as eluent, to give the final product. Recrystallization from EtOH/H2O gave an analytical sample as colorless prisms mp: 177°-179°. Starting materials: O (water), C1(=CC=CC=C1)COC1=CC=2C3=C(NC2C=C1)CCN(C3)C(=O)OCC (ethyl 1,3,4,5-tetrahydro-8-(phenylmethoxy)-2H-pyrido[4,3-b] indole-2-carboxylate), C(C1=CC=CC=C1)Br (Benzylbromide), [H-].[Na+] (Sodium hydride). Solvent: CN(C=O)C (N,N-dimethylformamide). Reaction conditions: temperature 10 celsius, time 2 hour. The product is C1(=CC=CC=C1)COC1=CC=2C3=C(N(C2C=C1)CC1=CC=CC=C1)CCN(C3)C(=O)OCC (ethyl 1,3,4,5-tetrahydro-8-(phenyl-methoxy)-5-(phenyl-methyl)-2H-pyrido[4,3-b]indole-2-carboxylate). The yield is 75.7%. RXN SMILES: [C:1]1([CH2:7][O:8][C:9]2[CH:17]=[CH:16][C:15]3[NH:14][C:13]4[CH2:18][CH2:19][N:20]([C:22]([O:24][CH2:25][CH3:26])=[O:23])[CH2:21][C:12]=4[C:11]=3[CH:10]=2)[CH:6]=[CH:5][CH:4]=[CH:3][CH:2]=1.[H-].[Na+].[CH2:29](Br)[C:30]1[CH:35]=[CH:34][CH:33]=[CH:32][CH:31]=1.O>CN(C)C=O>[C:1]1([CH2:7][O:8][C:9]2[CH:17]=[CH:16][C:15]3[N:14]([CH2:29][C:30]4[CH:35]=[CH:34][CH:33]=[CH:32][CH:31]=4)[C:13]4[CH2:18][CH2:19][N:20]([C:22]([O:24][CH2:25][CH3:26])=[O:23])[CH2:21][C:12]=4[C:11]=3[CH:10]=2)[CH:2]=[CH:3][CH:4]=[CH:5][CH:6]=1 |f:1.2|. Procedure details: A mixture of intermediate (1) (0.09 mol) in N,N-dimethylformamide (200 ml) was stirred at 10° C. under a N2 flow. Sodium hydride (60%; 0.1 mol) was added portionwise. The mixture was stirred for 1 hour at room temperature, then it was cooled to 5° C. Benzylbromide (0.1 mol) was added dropwise. Stirring was continued for 2 hours. The mixture was cooled to 10° C. and poured out into cold water (500 ml). This mixture was extracted with CH2Cl2 (2×250 ml). The separated organic layer was washed with ... Reaction SMILES: [C:25](=[O:26])([O-:27])[O-:28].[CH2:1]([O:2][C:4](=[O:5])[c:6]1[n:7][n:8][cH:9][cH:10][c:11]1[NH:12][C:13]([CH2:14][c:15]1[c:16]([F:23])[cH:17][c:18]([F:22])[cH:19][c:20]1[F:21])=[O:24])[CH3:3].[CH3:36][OH:37].[K+:29].[K+:30].[O:31]=[CH:32][N:33]([CH3:34])[CH3:35]>>[C:4]1(=[O:5])[c:6]2[n:7][n:8][cH:9][cH:10][c:11]2[NH:12][C:13](=[O:24])[CH:14]1[c:15]1[c:16]([F:23])[cH:17][c:18]([F:22])[cH:19][c:20]1[F:21]. Reactants: O=C([O-])[O-], CCOC(=O)c1nnccc1NC(=O)Cc1c(F)cc(F)cc1F, CO, [K+], [K+], CN(C)C=O. Product: O=C1Nc2ccnnc2C(=O)C1c1c(F)cc(F)cc1F.